This data is from the Open Reaction Database (ORD), a public repository of structured organic reaction records. The task is: describe an organic reaction: reactants, conditions, products, and yield The reactants are C#CCCCc1ccccc1, Cc1ccc(S(=O)(=O)Oc2cc(C(F)(F)F)n(C)n2)cc1, CCCCCCC, ClCCl. Yields the product Cn1nc(C#CCCCc2ccccc2)cc1C(F)(F)F. Reaction SMILES: [CH2:22]([CH2:23][CH2:24][C:25]#[CH:26])[c:27]1[cH:28][cH:29][cH:30][cH:31][cH:32]1.[CH3:1][n:2]1[n:3][c:4]([O:11][S:12]([c:13]2[cH:14][cH:15][c:16]([CH3:17])[cH:18][cH:19]2)(=[O:20])=[O:21])[cH:5][c:6]1[C:7]([F:8])([F:9])[F:10].[CH3:33][CH2:34][CH2:35][CH2:36][CH2:37][CH2:38][CH3:39].[Cl:40][CH2:41][Cl:42]>>[CH3:1][n:2]1[n:3][c:4]([C:26]#[C:25][CH2:24][CH2:23][CH2:22][c:27]2[cH:28][cH:29][cH:30][cH:31][cH:32]2)[cH:5][c:6]1[C:7]([F:8])([F:9])[F:10].